Dataset: the Open Reaction Database (ORD), a public repository of structured organic reaction records. Task: describe an organic reaction: reactants, conditions, products, and yield Reactants: CCOC(=O)C12CCC(N=[N+]=[N-])C(CC1)N2C, CCO, [H][H]. The product is CCOC(=O)C12CCC(N)C(CC1)N2C. Reaction SMILES: [C:1](=[O:2])([O:3][CH2:4][CH3:5])[C:6]12[CH2:7][CH2:8][CH:9]([N:15]=[N+:16]=[N-:17])[CH:10]([CH2:11][CH2:12]1)[N:13]2[CH3:14].[CH3:20][CH2:21][OH:22].[H:18][H:19]>>[C:1](=[O:2])([O:3][CH2:4][CH3:5])[C:6]12[CH2:7][CH2:8][CH:9]([NH2:15])[CH:10]([CH2:11][CH2:12]1)[N:13]2[CH3:14]. The reactants are CCOC(=O)c1nc(-c2ccccc2OC)n(C)c(=O)c1O, NCc1ccc(Cl)c(Cl)c1. Yields the product COc1ccccc1-c1nc(C(=O)NCc2ccc(Cl)c(Cl)c2)c(O)c(=O)n1C. Reaction SMILES: [CH2:1]([O:2][C:4](=[O:5])[c:6]1[n:7][c:8](-[c:15]2[c:16]([O:21][CH3:22])[cH:17][cH:18][cH:19][cH:20]2)[n:9]([CH3:14])[c:10](=[O:13])[c:11]1[OH:12])[CH3:3].[Cl:23][c:24]1[cH:25][c:26]([CH2:27][NH2:28])[cH:29][cH:30][c:31]1[Cl:32]>>[C:4](=[O:5])([c:6]1[n:7][c:8](-[c:15]2[c:16]([O:21][CH3:22])[cH:17][cH:18][cH:19][cH:20]2)[n:9]([CH3:14])[c:10](=[O:13])[c:11]1[OH:12])[NH:28][CH2:27][c:26]1[cH:25][c:24]([Cl:23])[c:31]([Cl:32])[cH:30][cH:29]1. Starting materials: CCOC(=O)Oc1cc2occ(C=O)c(=O)c2cc1OC(=O)OCC, [O-][Cl+][O-], ClCCl, NS(=O)(=O)O, [Na+], O. Yields the product CCOC(=O)Oc1cc2occ(C(=O)O)c(=O)c2cc1OC(=O)OCC. RXN SMILES: [CH2:1]([CH3:2])[O:3][C:4](=[O:5])[O:6][c:7]1[cH:8][c:9]2[c:10](=[O:25])[c:11]([CH:23]=[O:24])[cH:12][o:13][c:14]2[cH:15][c:16]1[O:17][C:18](=[O:19])[O:20][CH2:21][CH3:22].[Cl+:31]([O-:32])[O-:33].[Cl:35][CH2:36][Cl:37].[NH2:26][S:27]([OH:28])(=[O:29])=[O:30].[Na+:34].[OH2:38]>>[CH2:1]([CH3:2])[O:3][C:4](=[O:5])[O:6][c:7]1[cH:8][c:9]2[c:10](=[O:25])[c:11]([C:23](=[O:24])[OH:28])[cH:12][o:13][c:14]2[cH:15][c:16]1[O:17][C:18](=[O:19])[O:20][CH2:21][CH3:22]. Reactants: OC1C[C@H](NC1)C(=O)O (4-hydroxy-(L)-proline), S(=O)(Cl)Cl (thionyl chloride), CO (MeOH). Product: Cl.OC1C[C@H](NC1)C(=O)OC (4-hydroxy-(L)-proline, methyl ester hydrochloride). The yield is 97.0%. Reaction SMILES: [OH:1][CH:2]1[CH2:6][NH:5][C@H:4]([C:7]([OH:9])=[O:8])[CH2:3]1.S(Cl)([Cl:12])=O.[CH3:14]O>>[ClH:12].[OH:1][CH:2]1[CH2:6][NH:5][C@H:4]([C:7]([O:9][CH3:14])=[O:8])[CH2:3]1 |f:3.4|. Procedure: To a solution of 33.0 g (0.25 mol) of 4-hydroxy-(L)-proline and 200 mL of MeOH was added 20 mL (0.27 mol) of thionyl chloride. The reaction was warmed to reflux for 16 h and then cooled to rt and concentrated in vacuo. Trituration with Et2O afforded 44 g (97%) of 4-hydroxy-(L)-proline, methyl ester hydrochloride as a white solid which was used without further purification. The reactants are C(O)([O-])=O.[Na+] (sodium hydrogen carbonate), aqueous solution, Cl (HCl), O1C(OCC1)C=1C=C(OCCCNC(CS(=O)CC2=CC=CO2)=O)C=CC1 (N-{3-[3-(1,3-dioxolan-2-yl)phenoxy]propyl}-2-(furfurylsulfinyl)acetamide). Run in CC(=O)C (acetone). Product: C(=O)C=1C=C(OCCCNC(CS(=O)CC2=CC=CO2)=O)C=CC1 (N-[3-(3-formylphenoxy)propyl]-2-(furfurylsulfinyl)acetamide). Isolated yield 95.7%. As a reaction SMILES: [O:1]1CCO[CH:2]1[C:6]1[CH:7]=[C:8]([CH:25]=[CH:26][CH:27]=1)[O:9][CH2:10][CH2:11][CH2:12][NH:13][C:14](=[O:24])[CH2:15][S:16]([CH2:18][C:19]1[O:23][CH:22]=[CH:21][CH:20]=1)=[O:17].Cl.C(=O)([O-])O.[Na+]>CC(C)=O>[CH:2]([C:6]1[CH:7]=[C:8]([CH:25]=[CH:26][CH:27]=1)[O:9][CH2:10][CH2:11][CH2:12][NH:13][C:14](=[O:24])[CH2:15][S:16]([CH2:18][C:19]1[O:23][CH:22]=[CH:21][CH:20]=1)=[O:17])=[O:1] |f:2.3|. Reported procedure: N-{3-[3-(1,3-dioxolan-2-yl)phenoxy]propyl}-2-(furfurylsulfinyl)acetamide (20 g) was dissolved in 300 ml of acetone, and 60 ml of a 1N aqueous solution of HCl was added. The mixture was heated under reflux for 8 hours. After cooling, the solution was neutralized with a saturated aqueous solution of sodium hydrogen carbonate, concentrated and extracted with ethyl acetate. The organic layer was washed with water, and dried over anhydrous magnesium sulfate. The solvent was evaporated to give 17 g (y... The reactants are C(C(=O)O)(=O)O (oxalic acid), O1[C@@H](C1)COC1=C2C=CNC2=CC=C1 ((S)-(+)-4-(oxiranylmethoxy)-1H-indole), N1=CC=C(C2=CC=CC=C12)N1CCNCC1 (1-(4-quinolinyl)piperazine), CO (methanol). Run in C(C)(=O)OCC (ethyl acetate), C(C)(=O)OCC (ethyl acetate). Product: C(C(=O)O)(=O)O.N1C=CC2=C(C=CC=C12)OC[C@H](CN1CCN(CC1)C1=CC=NC2=CC=CC=C12)O ((2S)-(-)-1-(4-indolyloxy)-3-(4-(4-quinolinyl)piperazin-1-yl)-2-propanol ethanedioate). RXN SMILES: [O:1]1[CH2:3][C@H:2]1[CH2:4][O:5][C:6]1[CH:14]=[CH:13][CH:12]=[C:11]2[C:7]=1[CH:8]=[CH:9][NH:10]2.[N:15]1[C:24]2[C:19](=[CH:20][CH:21]=[CH:22][CH:23]=2)[C:18]([N:25]2[CH2:30][CH2:29][NH:28][CH2:27][CH2:26]2)=[CH:17][CH:16]=1.[C:31]([OH:36])(=[O:35])[C:32]([OH:34])=[O:33].CO>C(OCC)(=O)C>[C:31]([OH:36])(=[O:35])[C:32]([OH:34])=[O:33].[NH:10]1[C:11]2[C:7](=[C:6]([O:5][CH2:4][C@@H:2]([OH:1])[CH2:3][N:28]3[CH2:29][CH2:30][N:25]([C:18]4[C:19]5[C:24](=[CH:23][CH:22]=[CH:21][CH:20]=5)[N:15]=[CH:16][CH:17]=4)[CH2:26][CH2:27]3)[CH:14]=[CH:13][CH:12]=2)[CH:8]=[CH:9]1 |f:5.6|. Procedure details: The title compound was prepared in similar fashion from (S)-(+)-4-(oxiranylmethoxy)-1H-indole and 1-(4-quinolinyl)piperazine. The resulting free base was dissolved in ethyl acetate, and precipitated with one equivalent of oxalic acid in ethyl acetate in 64% overall yield. mp 150°-151°. FDMS m/e=402 (M+ of free base). α[D]589 =-12.41 (c=0.76, methanol). Starting materials: ClC=1N(C(N(C(C1C#N)=O)C)=O)C (4-Chloro-5-cyano-1,3-dimethylpyrimidine-2,6(1H,3H)-dione), O(C1=CC=CC=C1)CC(CNCCN)O (1-phenoxy-3-(2-aminoethylamino)-propan-2-ol). Run in CN(C=O)C (dimethylformamide). Conditions: time 2 hour. Product: Cl.O(C1=CC=CC=C1)CC(CNCCNC1=C(C(N(C(N1C)=O)C)=O)C#N)O (1-Phenoxy-3-[2-(1,3-dimethyl-5-cyanopyrimidine-2,4-dion-6-ylamino)-ethylamino]-propan-2-ol hydrochloride). RXN SMILES: [Cl:1][C:2]1[N:3]([CH3:13])[C:4](=[O:12])[N:5]([CH3:11])[C:6](=[O:10])[C:7]=1[C:8]#[N:9].[O:14]([CH2:21][CH:22]([OH:28])[CH2:23][NH:24][CH2:25][CH2:26][NH2:27])[C:15]1[CH:20]=[CH:19][CH:18]=[CH:17][CH:16]=1>CN(C)C=O>[ClH:1].[O:14]([CH2:21][CH:22]([OH:28])[CH2:23][NH:24][CH2:25][CH2:26][NH:27][C:2]1[N:3]([CH3:13])[C:4](=[O:12])[N:5]([CH3:11])[C:6](=[O:10])[C:7]=1[C:8]#[N:9])[C:15]1[CH:20]=[CH:19][CH:18]=[CH:17][CH:16]=1 |f:3.4|. Procedure details: 5 g. 4-Chloro-5-cyano-1,3-dimethylpyrimidine-2,6(1H,3H)-dione are added in small portions, with cooling, to a solution of 5.26 g. 1-phenoxy-3-(2-aminoethylamino)-propan-2-ol in 20 ml. dimethylformamide. The reaction mixture is stirred for 2 hours at ambient temperature, mixed with 60 ml. isopropyl alcohol, filtered with suction and the solid obtained subsequently washed with isopropyl alcohol. There are obtained 8.7 g. (85% of theory) of the desired product in the form of colorless crystals; m.p... Starting materials: CC1=C(C2=C(S1)C=C(C=C2)CCCCO)C2=CC=C(C=C2)C(F)(F)F (4-[2-Methyl-3-(4-trifluoromethyl-phenyl)-benzo[b]thiophen-6-yl]-butan-1-ol), CS(=O)(=O)Cl (methanesulfonic acid chloride). Product: CC1=C(C2=C(S1)C=C(C=C2)CCCCOS(=O)(=O)C)C2=CC=C(C=C2)C(F)(F)F (Methanesulfonic acid 4-[2-methyl-3-(4-trifluoromethyl-phenyl)-benzo[b]thiophen-6-yl]-butyl ester). As a reaction SMILES: [CH3:1][C:2]1[S:6][C:5]2[CH:7]=[C:8]([CH2:11][CH2:12][CH2:13][CH2:14][OH:15])[CH:9]=[CH:10][C:4]=2[C:3]=1[C:16]1[CH:21]=[CH:20][C:19]([C:22]([F:25])([F:24])[F:23])=[CH:18][CH:17]=1.[CH3:26][S:27](Cl)(=[O:29])=[O:28]>>[CH3:1][C:2]1[S:6][C:5]2[CH:7]=[C:8]([CH2:11][CH2:12][CH2:13][CH2:14][O:15][S:27]([CH3:26])(=[O:29])=[O:28])[CH:9]=[CH:10][C:4]=2[C:3]=1[C:16]1[CH:21]=[CH:20][C:19]([C:22]([F:25])([F:23])[F:24])=[CH:18][CH:17]=1. Procedure details: In analogy to example 21.1, the 4-[2-Methyl-3-(4-trifluoromethyl-phenyl)-benzo[b]thiophen-6-yl]-butan-1-ol was treated with methanesulfonic acid chloride to yield the Methanesulfonic acid 4-[2-methyl-3-(4-trifluoromethyl-phenyl)-benzo[b]thiophen-6-yl]-butyl ester as yellowish oil, MS: 442 (M+). Reactants: O (water), NC1=CC=CC=C1 (aniline), FC1=CC2=C(C(OC(N2)=O)=O)C=C1 (7-fluoro-1H-3,1-benzoxazine-2,4-dione). Solvent: C(C)(=O)O (acetic acid), C(C)(=O)O (acetic acid). The product is C1(=CC=CC=C1)NC(C=1C(N)=CC(=CC1)F)=O (N1 -phenyl-4-fluoroanthranilamide). RXN SMILES: [NH2:1][C:2]1[CH:7]=[CH:6][CH:5]=[CH:4][CH:3]=1.[F:8][C:9]1[CH:20]=[CH:19][C:12]2[C:13](=O)[O:14]C(=O)[NH:16][C:11]=2[CH:10]=1.O>C(O)(=O)C>[C:2]1([NH:1][C:13](=[O:14])[C:12]2[C:11](=[CH:10][C:9]([F:8])=[CH:20][CH:19]=2)[NH2:16])[CH:7]=[CH:6][CH:5]=[CH:4][CH:3]=1. Procedure: A solution of aniline (1.77 g) in acetic acid (50 ml) was added to a solution of 7-fluoro-1H-3,1-benzoxazine-2,4-dione (1 g) in acetic acid (100 ml) and the mixture heated at 100° for 20 minutes. It was then poured into water and the precipitate collected, dried and recrystallised from toluene to give N1 -phenyl-4-fluoroanthranilamide, m.p. 120°-122°. (Compound 4). Reactants: C[Si](C)(C)[N-][Si](C)(C)C, O=CC1CCC1, [Li+], COC(=O)c1ccc2c(c1)CCCC2=O, C1CCOC1, O. Yields the product COC(=O)c1ccc2c(c1)CCC(=CC1CCC1)C2=O. As a reaction SMILES: [CH3:16][Si:17]([CH3:18])([CH3:19])[N-:20][Si:21]([CH3:22])([CH3:23])[CH3:24].[CH:26]1([CH:30]=[O:31])[CH2:27][CH2:28][CH2:29]1.[Li+:25].[O:1]=[C:2]1[c:3]2[cH:4][cH:5][c:6]([C:12](=[O:13])[O:14][CH3:15])[cH:7][c:8]2[CH2:9][CH2:10][CH2:11]1.[O:33]1[CH2:34][CH2:35][CH2:36][CH2:37]1.[OH2:32]>>[O:1]=[C:2]1[c:3]2[cH:4][cH:5][c:6]([C:12](=[O:13])[O:14][CH3:15])[cH:7][c:8]2[CH2:9][CH2:10][C:11]1=[CH:30][CH:26]1[CH2:27][CH2:28][CH2:29]1.